From a dataset of the Open Reaction Database (ORD), a public repository of structured organic reaction records. describe an organic reaction: reactants, conditions, products, and yield Reactants: C([O-])(O)=O.[Na+] (sodium bicarbonate), COCCOCC(=O)O ((2-methoxyethoxy)-acetic acid), NC1=NC(=CC=C1)N (2,6-diaminopyridine), ClC(=O)OCC(C)C (isobutyl chloroformate). The solvent is O1CCCC1 (tetrahydrofuran), C(C)N(CC)CC (triethylamine). Conditions: temperature 0 celsius, time 30 minute. Product: NC1=CC=CC(=N1)NC(COCCOC)=O (N-(6-Amino-pyridin-2-yl)-2-(2-methoxy-ethoxy)-acetamide). RXN SMILES: [CH3:1][O:2][CH2:3][CH2:4][O:5][CH2:6][C:7]([OH:9])=O.ClC(OCC(C)C)=O.[NH2:18][C:19]1[CH:24]=[CH:23][CH:22]=[C:21]([NH2:25])[N:20]=1.C(=O)(O)[O-].[Na+]>O1CCCC1.C(N(CC)CC)C>[NH2:18][C:19]1[N:20]=[C:21]([NH:25][C:7](=[O:9])[CH2:6][O:5][CH2:4][CH2:3][O:2][CH3:1])[CH:22]=[CH:23][CH:24]=1 |f:3.4|. Reported procedure: 4.9 ml of (2-methoxyethoxy)-acetic acid is dissolved in 500 ml of tetrahydrofuran. 9.7 ml of triethylamine and 5.6 ml of isobutyl chloroformate are added at 0° C., and it is stirred for 30 minutes at 0° C. 3.96 g of 2,6-diaminopyridine is added, and it is stirred for another 4 hours at room temperature. The reaction mixture is mixed with semi-saturated sodium bicarbonate solution and extracted with ethyl acetate. The organic solution is washed with saturated sodium chloride solution, dried on so... The reactants are O (water), C(C)(C)N(C(C)C)CC (N,N-Diisopropylethylamine), x-(methylaminomethyl)-benzyl alcohol, ClC1=CC=C(CNC(=O)C=2C(C3=C(N(C2)C)OC(=C3)CCl)=O)C=C1 (N-(4-chlorobenzyl)-2-(chloromethyl)-7-methyl-4-oxo-4,7-dihydrofuro[2,3-b]pyridine-5-carboxamide). Run in CN(C)C=O (DMF). Run at temperature 90 celsius. Yields the product ClC1=CC=C(CNC(=O)C=2C(C3=C(N(C2)C)OC(=C3)CN(C)CC(C3=CC=CC=C3)O)=O)C=C1 (N-(4-Chlorobenzyl)-2-(((2-hydroxy-2-phenylethyl)(methyl)amino)methyl)-7-methyl-4-oxo-4,7-dihydrofuro[2,3-b]pyridine-5-carboxamide). As a reaction SMILES: [CH:1]([N:4]([CH2:8][CH3:9])[CH:5]([CH3:7])C)(C)C.[Cl:10][C:11]1[CH:33]=[CH:32][C:14]([CH2:15][NH:16][C:17]([C:19]2[C:20](=[O:31])[C:21]3[CH:28]=C(CCl)[O:26][C:22]=3[N:23]([CH3:25])[CH:24]=2)=[O:18])=[CH:13][CH:12]=1.[OH2:34]>CN(C=O)C>[Cl:10][C:11]1[CH:12]=[CH:13][C:14]([CH2:15][NH:16][C:17]([C:19]2[C:20](=[O:31])[C:21]3[CH:28]=[C:9]([CH2:8][N:4]([CH2:5][CH:7]([OH:34])[C:11]4[CH:33]=[CH:32][CH:14]=[CH:13][CH:12]=4)[CH3:1])[O:26][C:22]=3[N:23]([CH3:25])[CH:24]=2)=[O:18])=[CH:32][CH:33]=1. Procedure details: N,N-Diisopropylethylamine (0.111 mL) and (x-(methylaminomethyl)-benzyl alcohol (0.094 g) were added to a suspension of N-(4-chlorobenzyl)-2-(chloromethyl)-7-methyl-4-oxo-4,7-dihydrofuro[2,3-b]pyridine-5-carboxamide (Example 2, 0.150 g) in DMF (10 mL). The reaction mixture was heated to 90° C. for 1 h. The mixture was allowed to cool to room temperature and was poured into water (25 mL). The suspension was filtered and the resulting solid was purified by column chromatography (CH2Cl2/methanol; 99...